Dataset: the Open Reaction Database (ORD), a public repository of structured organic reaction records. Task: describe an organic reaction: reactants, conditions, products, and yield Reactants: 3,4-dialkoxyanilines, C=1(O)C(O)=CC=CC1 (pyrocatechol), C(C1=CC=CC=C1)(=O)OC=1C(OC(C2=CC=CC=C2)=O)=CC=CC1 (pyrocatechol dibenzoate), C(C1=CC=CC=C1)(=O)OC=1C(OC(C2=CC=CC=C2)=O)=CC(=CC1)[N+](=O)[O-] (4-nitropyrocatechol dibenzoate). Yields the product [N+](=O)([O-])C=1C=C(C(O)=CC1)O (4-nitropyrocatechol), 3,4dialkoxyanilines. Isolated yield 50.0%. Reaction SMILES: C1(C(=CC=CC=1)O)O.C(OC1C(=CC=CC=1)OC(=O)C1C=CC=CC=1)(=O)C1C=CC=CC=1.C([O:41][C:42]1[C:43](=[CH:53][C:54]([N+:57]([O-:59])=[O:58])=[CH:55][CH:56]=1)[O:44]C(=O)C1C=CC=CC=1)(=O)C1C=CC=CC=1>>[N+:57]([C:54]1[CH:53]=[C:43]([OH:44])[C:42](=[CH:56][CH:55]=1)[OH:41])([O-:59])=[O:58]. Reported procedure: Further, the 3,4-dialkoxyanilines of formula I are obtained according to the invention in a yield of about 70% or more of the theoretical amount calculated on pyrocatechol whereas according to a known method comprising dibenzoylation of pyrocatechol, nitration of the pyrocatechol dibenzoate, hydrolysis 4-nitropyrocatechol dibenzoate, successive introduction of alkyl groups R1 and R2 into 4-nitropyrocatechol and reduction of 3,4-dialkoxy-nitrobenzene the 3,4dialkoxyanilines of formula I are obtai... Reactants: Cl (HCl), NaBH, CC1C(C2=CC=CC(=C2C1)C1=NC=CC=C1)=O (2-methyl-4-(2-pyridyl)-1-indanone), ice. The solvent is C1CCOC1.CO (THF methanol). Conditions: time 18 hour. Product: CC=1CC2=C(C=CC=C2C1)C1=NC=CC=C1 (2-methyl-7-(2-pyridyl)indene). Yield: 68.7%. Reaction SMILES: [CH3:1][CH:2]1[CH2:10][C:9]2[C:4](=[CH:5][CH:6]=[CH:7][C:8]=2[C:11]2[CH:16]=[CH:15][CH:14]=[CH:13][N:12]=2)[C:3]1=O.Cl>C1COCC1.CO>[CH3:1][C:2]1[CH2:10][C:9]2[C:4]([CH:3]=1)=[CH:5][CH:6]=[CH:7][C:8]=2[C:11]1[CH:16]=[CH:15][CH:14]=[CH:13][N:12]=1 |f:2.3|. Procedure: 24.6 g (0.65 mol) of NaBH, were added in portions at 0° C. to a solution of 132 g (0.59 mol) of 2-methyl-4-(2-pyridyl)-1-indanone in 1000 cm3 of THF/methanol 2:1 and the mixture was stirred for 18 hours at room temperature. The reaction mixture was poured onto 1000 g of ice, admixed with concentrated aqueous HCl to a pH of 1 and extracted a number of times with Et2O. The combined organic phases were washed with saturated aqueous NaHCO3 solution and saturated aqueous NaCl solution. The solvent wa... The reactants are NC=1N=CNC1C#N (4-amino-1H-imidazole-5-carbonitrile), C1(=CC=CC=C1)N=C=O (phenyl isocyanate). Solvent: C(C)C(=O)C (methyl ethyl ketone), C(C)O.C1(=CC=CC=C1)C (ethanol toluene). Product: C1(=CC=CC=C1)NC(=O)NC=1N=CNC1C#N (N-phenyl-N'-(5-cyano-1H-imidazol-4-yl)urea). Yield: 40.9%. RXN SMILES: [NH2:1][C:2]1[N:3]=[CH:4][NH:5][C:6]=1[C:7]#[N:8].[C:9]1([N:15]=[C:16]=[O:17])[CH:14]=[CH:13][CH:12]=[CH:11][CH:10]=1>C(C(C)=O)C.C(O)C.C1(C)C=CC=CC=1>[C:9]1([NH:15][C:16]([NH:1][C:2]2[N:3]=[CH:4][NH:5][C:6]=2[C:7]#[N:8])=[O:17])[CH:14]=[CH:13][CH:12]=[CH:11][CH:10]=1 |f:3.4|. Reported procedure: Under a nitrogen atmosphere a stirred solution of 4-amino-1H-imidazole-5-carbonitrile (1.1 g, 0.01 mole) and phenyl isocyanate (1.3 g, 0.011 mole) in 30 ml of dry methyl ethyl ketone was heated under reflux for 10 hours. The solvent was removed, and the residue was stirred with 50 ml of boiling tetrahydrofuran. The mixture was filtered hot, and the filtrate was concentrated under reduced pressure. The residual solid was slurried in 50 ml of diethyl ether and the solid was collected by filtration... Reactants: O=C([O-])[O-], COc1cc2[nH]c3cc(C(=O)O)nn3c(=O)c2cc1OC, CI, [K+], [K+], CN(C)C=O. Product: COc1cc2c(=O)n3nc(C(=O)O)cc3n(C)c2cc1OC. RXN SMILES: [C:22](=[O:23])([O-:24])[O-:25].[CH3:1][O:2][c:3]1[c:4]([O:20][CH3:21])[cH:5][c:6]2[c:7](=[O:19])[n:8]3[c:9]([nH:10][c:11]2[cH:12]1)[cH:13][c:14]([C:16](=[O:17])[OH:18])[n:15]3.[CH3:28][I:29].[K+:26].[K+:27].[O:30]=[CH:31][N:32]([CH3:33])[CH3:34]>>[CH3:1][O:2][c:3]1[c:4]([O:20][CH3:21])[cH:5][c:6]2[c:7](=[O:19])[n:8]3[c:9]([n:10]([CH3:22])[c:11]2[cH:12]1)[cH:13][c:14]([C:16](=[O:17])[OH:18])[n:15]3. Reactants: [H-].C(C(C)C)[Al+]CC(C)C (diisobutylaluminum hydride), BrC=1C(=NC=CC1)C(C#N)(C)C (2-(3-bromo-pyridin-2-yl)-2-methyl-propionitrile), C(O)([O-])=O.[Na+] (sodium hydrogen carbonate), Cl (hydrochloric acid), [H-].C(C(C)C)[Al+]CC(C)C (diisobutylaluminum hydride). The solvent is C1(=CC=CC=C1)C (toluene), C1(=CC=CC=C1)C (toluene). Reaction conditions: time 17 hour. The product is BrC=1C(=NC=CC1)C(C=O)(C)C (2-(3-bromo-pyridin-2-yl)-2-methyl-propioaldehyde). As a reaction SMILES: [Br:1][C:2]1[C:3]([C:8]([CH3:12])([CH3:11])[C:9]#N)=[N:4][CH:5]=[CH:6][CH:7]=1.[H-].C([Al+]CC(C)C)C(C)C.Cl.C(=O)([O-])[OH:25].[Na+]>C1(C)C=CC=CC=1>[Br:1][C:2]1[C:3]([C:8]([CH3:12])([CH3:11])[CH:9]=[O:25])=[N:4][CH:5]=[CH:6][CH:7]=1 |f:1.2,4.5|. Procedure: 1.8 g of 2-(3-bromo-pyridin-2-yl)-2-methyl-propionitrile were dissolved in 20 ml of toluene. 5.9 ml of a 25% by weight toluene solution of diisobutylaluminum hydride were added thereto at 0° C. The mixture was stirred for 17 hours at room temperature. Subsequently, dilute hydrochloric acid was added thereto to dissolve the unreacted diisobutylaluminum hydride. Continuing, aqueous saturated sodium hydrogen carbonate solution was added thereto followed by extracting with ethyl acetate. The solvent...